This data is from the Open Reaction Database (ORD), a public repository of structured organic reaction records. The task is: describe an organic reaction: reactants, conditions, products, and yield Reactants: N#CC1(NC(=O)OCc2ccccc2)CC1, CCO, Cl, [K+], [K+], NO, O=C([O-])[O-]. Product: N=C(NO)C1(NC(=O)OCc2ccccc2)CC1. RXN SMILES: [CH2:1]([c:2]1[cH:3][cH:4][cH:5][cH:6][cH:7]1)[O:8][C:9]([NH:10][C:11]1([C:14]#[N:15])[CH2:12][CH2:13]1)=[O:16].[CH3:26][CH2:27][OH:28].[ClH:17].[K+:20].[K+:21].[NH2:18][OH:19].[O-:22][C:23]([O-:24])=[O:25]>>[CH2:1]([c:2]1[cH:3][cH:4][cH:5][cH:6][cH:7]1)[O:8][C:9]([NH:10][C:11]1([C:14](=[NH:15])[NH:18][OH:19])[CH2:12][CH2:13]1)=[O:16].